Dataset: the Open Reaction Database (ORD), a public repository of structured organic reaction records. Task: describe an organic reaction: reactants, conditions, products, and yield The product is C(C1=CC=CC=C1)OC(NC1CC(CCC1)C=1NC2=C(C3=CC=CN=C3N(C2=O)C)N1)=O ([3-(5-methyl-4-oxo-4,5-dihydro-3H-1,3,5,6-tetraaza-cyclopenta[a]naphthalen-2-yl)-cyclohexyl]-carbamic acid benzyl ester). The yield is 85.5%. RXN SMILES: [CH2:1]([O:8][C:9](=[O:33])[NH:10][CH:11]1[CH2:16][CH2:15][CH2:14][CH:13]([C:17](=O)[NH:18][C:19]2[C:20](=[O:31])[N:21]([CH3:30])[C:22]3[C:27]([C:28]=2[NH2:29])=[CH:26][CH:25]=[CH:24][N:23]=3)[CH2:12]1)[C:2]1[CH:7]=[CH:6][CH:5]=[CH:4][CH:3]=1.C(O)(=O)C>>[CH2:1]([O:8][C:9](=[O:33])[NH:10][CH:11]1[CH2:16][CH2:15][CH2:14][CH:13]([C:17]2[NH:18][C:19]3[C:20](=[O:31])[N:21]([CH3:30])[C:22]4[C:27](=[CH:26][CH:25]=[CH:24][N:23]=4)[C:28]=3[N:29]=2)[CH2:12]1)[C:2]1[CH:7]=[CH:6][CH:5]=[CH:4][CH:3]=1. Reported procedure: [3-(4-Amino-1-methyl-2-oxo-1,2-dihydro-[1,8]naphthyridin-3-ylcarbamoyl)-cyclohexyl]-carbamic acid benzyl ester (55 mg, 0.122 mmol) was dissolved in glacial acetic acid (1.32 g, 22.02 mmol) and heated at 120° C. for 15 h. After cooing to room temperature, the solvent was removed under reduced pressure and the crude product was purified by flash chromatography, eluting with 2% MeOH in CH2Cl2 to give 45 mg (85%) of [3-(5-methyl-4-oxo-4,5-dihydro-3H-1,3,5,6-tetraaza-cyclopenta[a]naphthalen-2-yl)-cyc... Conditions: temperature 120 celsius. The reactants are C(C1=CC=CC=C1)OC(NC1CC(CCC1)C(NC=1C(N(C2=NC=CC=C2C1N)C)=O)=O)=O ([3-(4-Amino-1-methyl-2-oxo-1,2-dihydro-[1,8]naphthyridin-3-ylcarbamoyl)-cyclohexyl]-carbamic acid benzyl ester), C(C)(=O)O (acetic acid). Product: CC(C)(C)c1ccc(N2C(=O)N(Cc3ccnc(Cl)c3)C(C)(C)C2=O)cc1. Reactants: CN(C)C=O, ClCc1ccnc(Cl)c1, Cl, [H-], CC(C)(C)c1ccc(N2C(=O)N(Cc3ccnc(N)c3)C(C)(C)C2=O)cc1, [Na+], O. Reaction SMILES: [CH3:40][N:41]([CH3:42])[CH:43]=[O:44].[Cl:31][c:32]1[cH:33][c:34]([CH2:35][Cl:36])[cH:37][cH:38][n:39]1.[ClH:3].[H-:1].[NH2:4][c:5]1[n:6][cH:7][cH:8][c:9]([CH2:11][N:12]2[C:13](=[O:30])[N:14]([c:20]3[cH:21][cH:22][c:23]([C:26]([CH3:27])([CH3:28])[CH3:29])[cH:24][cH:25]3)[C:15](=[O:19])[C:16]2([CH3:17])[CH3:18])[cH:10]1.[Na+:2].[OH2:45]>>[c:5]1([Cl:31])[n:6][cH:7][cH:8][c:9]([CH2:11][N:12]2[C:13](=[O:30])[N:14]([c:20]3[cH:21][cH:22][c:23]([C:26]([CH3:27])([CH3:28])[CH3:29])[cH:24][cH:25]3)[C:15](=[O:19])[C:16]2([CH3:17])[CH3:18])[cH:10]1. Reactants: C(C)(C)(C)OC(=O)NC([C@@H](C(=O)OC)NC(=O)C1=CC2=CC=C(C=C2C=C1)C#C[C@H]1[C@@H](C1)CO)(C)C ((S)-methyl 3-((tert-butoxycarbonyl)amino)-2-(6-(((trans)-2-(hydroxymethyl)cyclopropyl)ethynyl)-2-naphthamido)-3-methylbutanoate), Cl (HCl). Solvent: CO (methanol), O1CCOCC1 (dioxane). Reaction conditions: time 2 hour. Yields the product NC([C@@H](C(=O)OC)NC(=O)C1=CC2=CC=C(C=C2C=C1)C#C[C@H]1[C@@H](C1)CO)(C)C ((S)-methyl 3-amino-2-(6-(((trans)-2-(hydroxymethyl)cyclopropyl)ethynyl)-2-naphthamido)-3-methylbutanoate). Isolated yield 79.0%. Reaction SMILES: C(OC([NH:8][C:9]([CH3:36])([CH3:35])[C@H:10]([NH:15][C:16]([C:18]1[CH:27]=[CH:26][C:25]2[C:20](=[CH:21][CH:22]=[C:23]([C:28]#[C:29][C@@H:30]3[CH2:32][C@H:31]3[CH2:33][OH:34])[CH:24]=2)[CH:19]=1)=[O:17])[C:11]([O:13][CH3:14])=[O:12])=O)(C)(C)C.Cl>CO.O1CCOCC1>[NH2:8][C:9]([CH3:36])([CH3:35])[C@H:10]([NH:15][C:16]([C:18]1[CH:27]=[CH:26][C:25]2[C:20](=[CH:21][CH:22]=[C:23]([C:28]#[C:29][C@@H:30]3[CH2:32][C@H:31]3[CH2:33][OH:34])[CH:24]=2)[CH:19]=1)=[O:17])[C:11]([O:13][CH3:14])=[O:12]. Procedure details: To a stirring solution of (S)-methyl 3-((tert-butoxycarbonyl)amino)-2-(6-(((trans)-2-(hydroxymethyl)cyclopropyl)ethynyl)-2-naphthamido)-3-methylbutanoate (64) in methanol (10 mL) was added 4N HCl in dioxane (10 mL) and the reaction mixture was stirred at rt for 2 hr, then at 4° C. overnight. The mixture was concentrated under reduced pressure to give a residue, which was partitioned between water and MTBE. The aqueous layer was basified with saturated sodium bicarbonate and extracted with ethyl ... Solvent: CCOC(=O)C (EtOAc), CCO (EtOH), C1(=CC=CC=C1)C (Toluene). Starting materials: BrC1=CC=C(C(=O)[C@H]2[C@@H](CCC2)C(=O)OC)C=C1 (Methyl trans-2-(4-bromobenzoyl)cyclopentanecarboxylate), NC1=CC=C(C=C1)B(O)O (4-aminophenyl boronic acid), ClCCl (dichloromethane), C(=O)([O-])[O-].[Na+].[Na+] (Na2CO3). Reagents/catalysts: C1=CC=C(C=C1)P([C-]2C=CC=C2)C3=CC=CC=C3.C1=CC=C(C=C1)P([C-]2C=CC=C2)C3=CC=CC=C3.Cl[Pd]Cl.[Fe+2] ([1,1′-bis(diphenylphosphino)-ferrocene]dichloro palladium(II)). Isolated yield 67.4%. Reaction SMILES: Br[C:2]1[CH:18]=[CH:17][C:5]([C:6]([C@@H:8]2[CH2:12][CH2:11][CH2:10][C@H:9]2[C:13]([O:15][CH3:16])=[O:14])=[O:7])=[CH:4][CH:3]=1.[NH2:19][C:20]1[CH:25]=[CH:24][C:23](B(O)O)=[CH:22][CH:21]=1.C([O-])([O-])=O.[Na+].[Na+].ClCCl>CCOC(C)=O.C1C=CC(P(C2C=CC=CC=2)[C-]2C=CC=C2)=CC=1.C1C=CC(P(C2C=CC=CC=2)[C-]2C=CC=C2)=CC=1.Cl[Pd]Cl.[Fe+2].CCO.C1(C)C=CC=CC=1>[NH2:19][C:20]1[CH:25]=[CH:24][C:23]([C:2]2[CH:18]=[CH:17][C:5]([C:6]([C@@H:8]3[CH2:12][CH2:11][CH2:10][C@H:9]3[C:13]([O:15][CH3:16])=[O:14])=[O:7])=[CH:4][CH:3]=2)=[CH:22][CH:21]=1 |f:2.3.4,7.8.9.10|. Reported procedure: Methyl trans-2-(4-bromobenzoyl)cyclopentanecarboxylate (1.60 g, 5.14 mmol) and 4-aminophenyl boronic acid (1.07 g, 6.17 mmol) were combined in a dry flask under argon. Toluene (25 mL), EtOH (10 mL), and 3 M aqueous Na2CO3 (8.50 mL, 25 mmol) were added and resulting solution was degassed for 30 minutes by using a flow of argon. Then [1,1′-bis(diphenylphosphino)-ferrocene]dichloro palladium(II), 1:1 complex with dichloromethane (419.9 mg, 0.51 mmol), was added and the resulting mixture was heated ... Yields the product NC1=CC=C(C=C1)C1=CC=C(C=C1)C(=O)[C@H]1[C@@H](CCC1)C(=O)OC (methyl trans-2-[(4′-amino-1,1′-biphenyl-4-yl)carbonyl]-cyclopentanecarboxylate). Run at temperature 85 celsius.